This data is from the Open Reaction Database (ORD), a public repository of structured organic reaction records. The task is: describe an organic reaction: reactants, conditions, products, and yield Reactants: CC(C)(C)OC(=O)Nc1cc(C(F)(F)F)c(Cl)cc1NC(=O)CC(=O)c1cccc(-c2ccncc2)c1, ClCCl, O=C(O)C(F)(F)F. Product: O=C1CC(c2cccc(-c3ccncc3)c2)=Nc2cc(C(F)(F)F)c(Cl)cc2N1. RXN SMILES: [C:1]([O:2][C:3](=[O:4])[NH:7][c:8]1[c:9]([NH:19][C:20]([CH2:21][C:22](=[O:5])[c:23]2[cH:24][c:25](-[c:29]3[cH:30][cH:31][n:32][cH:33][cH:34]3)[cH:26][cH:27][cH:28]2)=[O:36])[cH:10][c:11]([Cl:18])[c:12]([C:14]([F:15])([F:16])[F:17])[cH:13]1)([CH3:6])([CH3:35])[CH3:37].[Cl:45][CH2:46][Cl:47].[F:38][C:39]([F:40])([F:41])[C:42]([OH:43])=[O:44]>>[N:7]1=[C:22]([c:23]2[cH:24][c:25](-[c:29]3[cH:30][cH:31][n:32][cH:33][cH:34]3)[cH:26][cH:27][cH:28]2)[CH2:21][C:20](=[O:36])[NH:19][c:9]2[c:8]1[cH:13][c:12]([C:14]([F:15])([F:16])[F:17])[c:11]([Cl:18])[cH:10]2.